Dataset: the Open Reaction Database (ORD), a public repository of structured organic reaction records. Task: describe an organic reaction: reactants, conditions, products, and yield Starting materials: ClC1=C(C=C(C=C1)C)OCC#N (4-chloro-m-tolyloxyacetonitrile), C1(=CC=C(C=C1)S(=O)(=O)O)C.C(CN)N (ethylenediamine p-toluenesulfonate), ClC1=C(C=CC=C1)Cl (1,2-dichlorobenzene), crude product, C (charcoal). Run in C1(=CC=CC=C1)C (toluene), C(Cl)Cl (methylene chloride). Product: ClC1=C(C=C(C=C1)C)OCC=1NCCN1 (2-(((4-chloro-m-tolyl)oxy)methyl)-2-imidazoline). Isolated yield 32.7%. RXN SMILES: [Cl:1][C:2]1[CH:7]=[CH:6][C:5]([CH3:8])=[CH:4][C:3]=1[O:9][CH2:10][C:11]#[N:12].C1(C)C=CC(S(O)(=O)=O)=CC=1.[CH2:24](N)[CH2:25][NH2:26].ClC1C=CC=CC=1Cl.C>C(Cl)Cl.C1(C)C=CC=CC=1>[Cl:1][C:2]1[CH:7]=[CH:6][C:5]([CH3:8])=[CH:4][C:3]=1[O:9][CH2:10][C:11]1[NH:26][CH2:25][CH2:24][N:12]=1 |f:1.2|. Procedure details: A mixture of 36.3 g of 4-chloro-m-tolyloxyacetonitrile, 46.6 g of ethylenediamine p-toluenesulfonate and 150 ml of 1,2-dichlorobenzene was heated with stirring in a 500 ml round-bottomed three-necked flask at reflux under a small flow of nitrogen for 1.5 hours, essentially as described in U.S. Pat. No. 3,449,356. The reaction mixture was cooled, diluted with methylene chloride and the solids filtered off. The solids were slurried in water and then basified with 5 normal (N) sodium hydroxide and ... Reactants: [N+](=O)([O-])C1=CC=C(C=C1)C(CCC(=O)OCCCCCCCCCCCC)=O (dodecyl 4-(4-nitrophenyl)-4-oxobutyrate). The reagents and catalysts are [Pd] (palladium on carbon). The solvent is C(C)(=O)OCC (ethyl acetate). Yields the product NC1=CC=C(C=C1)C(CCC(=O)OCCCCCCCCCCCC)=O (dodecyl 4-(4-aminophenyl)-4-oxobutyrate). Isolated yield 95.6%. As a reaction SMILES: [N+:1]([C:4]1[CH:9]=[CH:8][C:7]([C:10](=[O:28])[CH2:11][CH2:12][C:13]([O:15][CH2:16][CH2:17][CH2:18][CH2:19][CH2:20][CH2:21][CH2:22][CH2:23][CH2:24][CH2:25][CH2:26][CH3:27])=[O:14])=[CH:6][CH:5]=1)([O-])=O>C(OCC)(=O)C.[Pd]>[NH2:1][C:4]1[CH:5]=[CH:6][C:7]([C:10](=[O:28])[CH2:11][CH2:12][C:13]([O:15][CH2:16][CH2:17][CH2:18][CH2:19][CH2:20][CH2:21][CH2:22][CH2:23][CH2:24][CH2:25][CH2:26][CH3:27])=[O:14])=[CH:8][CH:9]=1. Procedure: A solution of dodecyl 4-(4-nitrophenyl)-4-oxobutyrate (0.42 g, 1.1 mmol), in ethyl acetate (50 ml) and 10% palladium on carbon (0.10 g) were shaken under hydrogen (30-40 psi) for 10 minutes. The mixture was filtered and the filtrate concentrated in vacuo to give dodecyl 4-(4-aminophenyl)-4-oxobutyrate (0.38 g) as a white solid. 1H NMR (DMSO-d6, 300 MHz) δ: 0.86 (t, J=6.5 Hz, 3H, ester CH3), 1.10-1.37 (m, 18H, ester CH2's), 1.47-1.60 (m, 2H, ester CH2), 2.57 (t, J=6.5 Hz, 2H, CH2), 3.10 (t, J=6.5... Reactants: salt, [OH-].[Na+] (NaOH), O1C(COC2=C1C=CC=C2)CN2CCNCC2 (1-(1,4-benzodioxan-2-ylmethyl)piperazine), Cl (HCl). Yields the product O1C(COC2=C1C=CC=C2)N2CCNCC2 (1-(1,4-benzodioxan-2-yl)piperazine). RXN SMILES: [O:1]1[C:6]2[CH:7]=[CH:8][CH:9]=[CH:10][C:5]=2[O:4]C[CH:2]1[CH2:11][N:12]1[CH2:17][CH2:16][NH:15][CH2:14][CH2:13]1.Cl.[OH-].[Na+]>>[O:4]1[C:5]2[CH:10]=[CH:9][CH:8]=[CH:7][C:6]=2[O:1][CH2:2][CH:11]1[N:12]1[CH2:17][CH2:16][NH:15][CH2:14][CH2:13]1 |f:2.3|. Reported procedure: 33.0 g of the salt: 1-(1,4-benzodioxan-2-ylmethyl)piperazine.2 HCl was converted to the free base form by treating with aqueous NaOH. The free base was extracted into methylene chloride and the extract dried over Na2SO4. Evaporation of the solvent yielded 24.4 g of 1-(1,4-benzodioxan-2-yl)piperazine.